From a dataset of the Open Reaction Database (ORD), a public repository of structured organic reaction records. describe an organic reaction: reactants, conditions, products, and yield Reactants: C=1C=CC2=C(C1)N=NN2O (HOBt), C1CCC(CC1)N=C=NC2CCCCC2 (DCC), Cl (HCl), O1CCOCC1 (1,4-dioxane), C(C1=CC=CC=C1)[C@@H]([C@@H](C(=O)N1CSC([C@H]1C(NCC1=C(C=CC=C1)C)=O)(C)C)O)NC(=O)C=1C=2C=CNC2C=CC1 (1H-Indole-4-carboxylic acid {(1S,2S)-1-benzyl-3-[(R)-5,5-dimethyl-4-(2-methyl-benzylcarbamoyl)-thiazolidin-3-yl]-2-hydroxy-3-oxo-propyl}-amide), NC(=O)N (amino ketone), C(C(=O)Cl)(=O)Cl (oxalyl chloride), grignard reagent, C(CC=C)[Mg]Br (3-butenylmagnesium bromide), C(C(C)C)NC(=O)C1N(CC(C1(C)C)(F)F)C(C(C(CC1=CC=CC=C1)NC(C1=C(C(=CC=C1)O)C)=O)O)=O (4,4-Difluoro-1-[2-hydroxy-3-(3-hydroxy-2-methyl-benzoylamino)-4-phenyl-butyryl]-3,3-dimethyl-pyrrolidine-2-carboxylic acid isobutyl-amide). Reagents/catalysts: CN(C)C=O (DMF). Run in CCOC(=O)C (EtOAc), CO (MeOH), C1=CC=CC=C1 (benzene), CCOC(=O)C (EtOAc). Reaction conditions: temperature 0 celsius, time 1 hour. Product: C(C1=CC=CC=C1)[C@@H]([C@@H](C(=O)N1CSC([C@H]1C(CCC=C)=O)(C)C)O)NC(C1=C(C(=CC=C1)O)C)=O (N-[(1S,2S)-1-Benzyl-3-((R)-5,5-dimethyl-4-pent-4-enoyl-thiazolidin-3-yl)-2-hydroxy-3-oxo-propyl]-3-hydroxy-2-methyl-benzamide). RXN SMILES: [CH2:1]([C@H:8]([NH:31][C:32]([C:34]1[C:35]2[CH:36]=CN[C:39]=2[CH:40]=[CH:41][CH:42]=1)=[O:33])[C@H:9]([OH:30])[C:10]([N:12]1[C@H:16]([C:17](=[O:27])NCC2C=CC=CC=2C)[C:15]([CH3:29])([CH3:28])[S:14][CH2:13]1)=[O:11])C1C=CC=CC=1.[C:43](Cl)(=O)[C:44](Cl)=O.C([Mg]Br)C[CH:51]=[CH2:52].NC(N)=O.C(NC(C1C(C)(C)C(F)(F)CN1C(=O)C(O)C(NC(=O)C1C=CC=C(O)C=1C)C[C:79]1[CH:84]=[CH:83][CH:82]=[CH:81][CH:80]=1)=O)C(C)C.C1C=CC2N([OH:107])N=NC=2C=1.C1CCC(N=C=NC2CCCCC2)CC1.Cl.O1CCOCC1>C1C=CC=CC=1.CN(C=O)C.CCOC(C)=O.CO>[CH2:1]([C@H:8]([NH:31][C:32](=[O:33])[C:34]1[CH:42]=[CH:41][CH:40]=[C:39]([OH:107])[C:35]=1[CH3:36])[C@H:9]([OH:30])[C:10]([N:12]1[C@H:16]([C:17](=[O:27])[CH2:51][CH2:52][CH:43]=[CH2:44])[C:15]([CH3:28])([CH3:29])[S:14][CH2:13]1)=[O:11])[C:79]1[CH:84]=[CH:83][CH:82]=[CH:81][CH:80]=1. Procedure details: The title compound was prepared as follows. (R)-5,5-Dimethyl-thiazolidine-3,4-dicarboxylic acid 3-tert-butyl ester 1 (1.0 g, 3.80 mmol) was dissolved in benzene (10 mL) and cooled to 0° C. with magnetic stirring. Two drops of DMF were added followed by a drop wise addition of oxalyl chloride (0.33 mL, 3.80 mmol). When gas evolution ceased, the solution was concentrated to a yellow/red residue. The material was dissolved in dry THF (10 mL) and cooled to −78° C. with magnetic stirring. The grignar... Starting materials: CCCC[N+](CCCC)(CCCC)CCCC, C1CCOC1, [F-], CC(C)(C)[Si](C)(C)OC1CC=C(c2nccnc2OC2CN(C(=O)c3nc4ccccc4[nH]3)C2)CC1. Product: O=C(c1nc2ccccc2[nH]1)N1CC(Oc2nccnc2C2=CCC(O)CC2)C1. RXN SMILES: [CH2:38]([N+:39]([CH2:40][CH2:41][CH2:42][CH3:43])([CH2:44][CH2:45][CH2:46][CH3:47])[CH2:48][CH2:49][CH2:50][CH3:51])[CH2:52][CH2:53][CH3:54].[CH2:55]1[O:56][CH2:57][CH2:58][CH2:59]1.[F-:37].[nH:1]1[c:2]([C:10](=[O:11])[N:12]2[CH2:13][CH:14]([O:16][c:17]3[n:18][cH:19][cH:20][n:21][c:22]3[C:23]3=[CH:24][CH2:25][CH:26]([O:29][Si:30]([C:31]([CH3:32])([CH3:33])[CH3:34])([CH3:35])[CH3:36])[CH2:27][CH2:28]3)[CH2:15]2)[n:3][c:4]2[c:5]1[cH:6][cH:7][cH:8][cH:9]2>>[nH:1]1[c:2]([C:10](=[O:11])[N:12]2[CH2:13][CH:14]([O:16][c:17]3[n:18][cH:19][cH:20][n:21][c:22]3[C:23]3=[CH:24][CH2:25][CH:26]([OH:29])[CH2:27][CH2:28]3)[CH2:15]2)[n:3][c:4]2[c:5]1[cH:6][cH:7][cH:8][cH:9]2. Starting materials: COc1ccc(Br)cc1S(=O)(=O)Cl, ClCCl, CCOC(=O)c1cc(N)ccc1Oc1cncc(Cl)c1. The product is CCOC(=O)c1cc(NS(=O)(=O)c2cc(Br)ccc2OC)ccc1Oc1cncc(Cl)c1. As a reaction SMILES: [Br:21][c:22]1[cH:23][cH:24][c:25]([O:32][CH3:33])[c:26]([S:28](=[O:29])(=[O:30])[Cl:31])[cH:27]1.[Cl:34][CH2:35][Cl:36].[NH2:1][c:2]1[cH:3][cH:4][c:5]([O:13][c:14]2[cH:15][c:16]([Cl:20])[cH:17][n:18][cH:19]2)[c:6]([C:7](=[O:8])[O:9][CH2:10][CH3:11])[cH:12]1>>[NH:1]([c:2]1[cH:3][cH:4][c:5]([O:13][c:14]2[cH:15][c:16]([Cl:20])[cH:17][n:18][cH:19]2)[c:6]([C:7](=[O:8])[O:9][CH2:10][CH3:11])[cH:12]1)[S:28]([c:26]1[c:25]([O:32][CH3:33])[cH:24][cH:23][c:22]([Br:21])[cH:27]1)(=[O:29])=[O:30]. The reactants are OCC(C)(C)NC(CC=1C=CC2=C(C(C3=C(CO2)C=CS3)=O)C1)=O (4,10-dihydro-N-(1-hydroxy-2-methyl-2-propyl)-10-oxothieno[3,2-c][1]benzoxepin-8-yl acetamide), O=S(Cl)Cl (SOCl2), C(Cl)Cl (methylene chloride). Reaction conditions: time 16 hour. The product is C(C)(C)OC(C)C (isopropyl ether), O=C1C2=C(COC3=C1C=C(C=C3)CC=3OCC(N3)(C)C)C=CS2 (2-(4,10-dihydro-10-oxothieno[3,2-c][1]benzoxepin-8-yl)methyl-4,4-dimethyl-oxazoline). The yield is 52.0%. RXN SMILES: O[CH2:2][C:3]([NH:6][C:7](=[O:24])[CH2:8][C:9]1[CH:10]=[CH:11][C:12]2[O:18][CH2:17][C:16]3[CH:19]=[CH:20][S:21][C:15]=3[C:14](=[O:22])[C:13]=2[CH:23]=1)([CH3:5])[CH3:4].O=S(Cl)Cl.[CH2:29](Cl)Cl>>[CH:17]([O:18][CH:12]([CH3:11])[CH3:13])([CH3:16])[CH3:29].[O:22]=[C:14]1[C:13]2[CH:23]=[C:9]([CH2:8][C:7]3[O:24][CH2:5][C:3]([CH3:4])([CH3:2])[N:6]=3)[CH:10]=[CH:11][C:12]=2[O:18][CH2:17][C:16]2[CH:19]=[CH:20][S:21][C:15]1=2. Procedure: To a suspension of 8.3 g (0.02 m) of 4,10-dihydro-N-(1-hydroxy-2-methyl-2-propyl)-10-oxothieno[3,2-c][1]benzoxepin-8-yl acetamide of Example 1 and 200 ml of methylene chloride, SOCl2 (3.09 g) was added dropwise keeping the temperature at approximately 5° C. The suspended material gradually dissolved. The mixture was stirred overnight (about 16 hours). The organic layer was washed with 10% NaOH, dried (Na2SO4) and evaporated to give an oil. Trituration with isopropyl ether gave 4.1 g (52%) of 2-(... Starting materials: CCCCC1=NC(=C(N1CC=2C=CC(=CC2)C=3C=CC=CC3C4=N[N-]N=N4)CO)Cl.[K+] (Losartan potassium), C(C)(C)O (isopropyl alcohol). The product is CCCCC1=NC(=C(N1CC2=CC=C(C=C2)C3=CC=CC=C3C4=NN(N=N4)C(C5=CC=CC=C5)(C6=CC=CC=C6)C7=CC=CC=C7)CO)Cl (trityl Losartan). Yield: 82.0%. As a reaction SMILES: [CH3:1][CH2:2][CH2:3][CH2:4][C:5]1[N:9]([CH2:10][C:11]2[CH:12]=[CH:13][C:14]([C:17]3[CH:18]=[CH:19][CH:20]=[CH:21][C:22]=3[C:23]3[N:27]=[N:26][N-:25][N:24]=3)=[CH:15][CH:16]=2)[C:8]([CH2:28][OH:29])=[C:7]([Cl:30])[N:6]=1.[K+].[CH:32](O)([CH3:34])[CH3:33]>>[CH3:1][CH2:2][CH2:3][CH2:4][C:5]1[N:9]([CH2:10][C:11]2[CH:12]=[CH:13][C:14]([C:17]3[C:22]([C:23]4[N:27]=[N:26][N:25]([C:32]([C:34]5[CH:1]=[CH:2][CH:3]=[CH:4][CH:5]=5)([C:12]5[CH:11]=[CH:16][CH:15]=[CH:14][CH:13]=5)[C:33]5[CH:21]=[CH:22][CH:17]=[CH:18][CH:19]=5)[N:24]=4)=[CH:21][CH:20]=[CH:19][CH:18]=3)=[CH:15][CH:16]=2)[C:8]([CH2:28][OH:29])=[C:7]([Cl:30])[N:6]=1 |f:0.1|. Reported procedure: Surprisingly it was found that if the suspension of Losartan potassium in isopropyl alcohol, obtained by deprotection of trityl Losartan, kept at a temperature of 25-30 degree for a period of 6-13 hours preferably 12 hours and is cooled slowly to a temperature of 0-5° C. in 2-12 hours, then the precipitated and dried crystals isolated in 82-92% yield are identical with the polymorphic Form I of Losartan potassium. The crystal form was found to be identical with the Polymorph Form I disclosed in ... Starting materials: CCN1CCN(C(=O)C1=O)C(=O)N[C@H](C=2C=CC=CC2)C(=O)N[C@H]3[C@@H]4N(C3=O)[C@H](C(S4)(C)C)C(=O)O (Piperacillin), C(C)(=O)N[C@H]1[C@@H](O[C@@H]([C@H]([C@@H]1O)O)CO)NC(C(=O)N)CCCCCCCCCC (2-acetamido-2-deoxy-N-(1-amino-(R/S)-dodecoyl)-β-D-glucopyranosylamine). The solvent is C(C)(=O)O (acetic acid). Yields the product CCN1CCN(C(=O)C1=O)C(=O)N[C@H](C=2C=CC=CC2)C(=O)N[C@H]3[C@@H]4N(C3=O)[C@H](C(S4)(C)C)C(=O)O.C(C)(=O)N[C@H]1[C@@H](O[C@@H]([C@H]([C@@H]1O)O)CO)NC(C(=O)N)CCCCCCCCCC (Piperacillin 2-acetamido-2-deoxy-N-(1-amino-(R/S)-dodecoyl)-β-D-gluco-pyranosylamine). Yield: 96.7%. Reaction SMILES: [CH3:1][CH2:2][N:3]1[C:9](=[O:10])[C:7](=[O:8])[N:6]([C:11]([NH:13][C@@H:14]([C:21]([NH:23][C@@H:24]2[C:27](=[O:28])[N:26]3[C@@H:29]([C:34]([OH:36])=[O:35])[C:30]([CH3:33])([CH3:32])[S:31][C@H:25]23)=[O:22])[C:15]2[CH:16]=[CH:17][CH:18]=[CH:19][CH:20]=2)=[O:12])[CH2:5][CH2:4]1.[C:37]([NH:40][C@@H:41]1[C@@H:46]([OH:47])[C@H:45]([OH:48])[C@@H:44]([CH2:49][OH:50])[O:43][C@H:42]1[NH:51][CH:52]([CH2:56][CH2:57][CH2:58][CH2:59][CH2:60][CH2:61][CH2:62][CH2:63][CH2:64][CH3:65])[C:53]([NH2:55])=[O:54])(=[O:39])[CH3:38]>C(O)(=O)C>[CH3:1][CH2:2][N:3]1[C:9](=[O:10])[C:7](=[O:8])[N:6]([C:11]([NH:13][C@@H:14]([C:21]([NH:23][C@@H:24]2[C:27](=[O:28])[N:26]3[C@@H:29]([C:34]([OH:36])=[O:35])[C:30]([CH3:32])([CH3:33])[S:31][C@H:25]23)=[O:22])[C:15]2[CH:20]=[CH:19][CH:18]=[CH:17][CH:16]=2)=[O:12])[CH2:5][CH2:4]1.[C:37]([NH:40][C@@H:41]1[C@@H:46]([OH:47])[C@H:45]([OH:48])[C@@H:44]([CH2:49][OH:50])[O:43][C@H:42]1[NH:51][CH:52]([CH2:56][CH2:57][CH2:58][CH2:59][CH2:60][CH2:61][CH2:62][CH2:63][CH2:64][CH3:65])[C:53]([NH2:55])=[O:54])(=[O:39])[CH3:38] |f:3.4|. Procedure: Piperacillin (2.00 g, 3.87 mmol) and 2-acetamido-2-deoxy-N-(1-amino-(R/S)-dodecoyl)-β-D-glucopyranosylamine (32) (1.61 g, 3.87 mmol) were dissolved in 95% acetic acid. Once fully dissolved, the solution was filtered and lyophilised to give (35) as a white solid (3.50 g, 97%). The reactants are BrC1=C(C=CC2=C1C(OC1=CC=CC(=C21)OC)C2=CC=CC=C2)C(C)=O (1-(7-bromo-1-methoxy-6-phenyl-6H-benzo[c]chromen-8-yl)ethan-1-one), Cl.NO (hydroxylamine hydrochloride). The solvent is CCO (EtOH), N1=CC=CC=C1 (pyridine). The product is BrC1=C(C=CC2=C1C(OC1=CC=CC(=C21)OC)C2=CC=CC=C2)C(C)=NO (1-(7-bromo-1-methoxy-6-phenyl-6H-benzo[c]chromen-8-yl)ethan-1one oxime). As a reaction SMILES: [Br:1][C:2]1[C:7]2[CH:8]([C:18]3[CH:23]=[CH:22][CH:21]=[CH:20][CH:19]=3)[O:9][C:10]3[C:15]([C:6]=2[CH:5]=[CH:4][C:3]=1[C:24](=O)[CH3:25])=[C:14]([O:16][CH3:17])[CH:13]=[CH:12][CH:11]=3.Cl.[NH2:28][OH:29]>CCO.N1C=CC=CC=1>[Br:1][C:2]1[C:7]2[CH:8]([C:18]3[CH:23]=[CH:22][CH:21]=[CH:20][CH:19]=3)[O:9][C:10]3[C:15]([C:6]=2[CH:5]=[CH:4][C:3]=1[C:24](=[N:28][OH:29])[CH3:25])=[C:14]([O:16][CH3:17])[CH:13]=[CH:12][CH:11]=3 |f:1.2|. Procedure: A solution of Example 357C (700 mg, 2.03 mmol) and hydroxylamine hydrochloride (2.45 g, 30.4 mmol) in a mixture of EtOH (70 mL) and pyridine (70 mL) was refluxed for 8 hours, cooled and concentrated. The residue was dissolved in EtOAc, washed with water, brine, dried (Na2SO4) and concentrated to provide the desired compound without purifiction.